Dataset: the Open Reaction Database (ORD), a public repository of structured organic reaction records. Task: describe an organic reaction: reactants, conditions, products, and yield Reactants: [Cl-].[NH4+] (ammonium chloride), CC(C(=O)OC)C(=O)C=1C(=NN2C1C=CC=C2)C (Methyl 2-methyl-3-(2-methylpyrazolo[1,5-a]pyridine-3-yl)-3-oxopropionate), [H-].[Na+] (sodium hydride), BrCC(=O)OCC (ethyl 2-bromoacetate). Solvent: CN(C)C=O (DMF), O (water). Run at time 1 hour. The product is CC1=NN2C(C=CC=C2)=C1C(C(CC(=O)OCC)(C)C(=O)OC)=O (Ethyl 4-(2-methylpyrazolo[1,5-a]pyridine-3-yl)-3-methoxycarbonyl-3-methyl-4-oxobutyrate). RXN SMILES: [CH3:1][CH:2]([C:7]([C:9]1[C:10]([CH3:18])=[N:11][N:12]2[CH:17]=[CH:16][CH:15]=[CH:14][C:13]=12)=[O:8])[C:3]([O:5][CH3:6])=[O:4].[H-].[Na+].Br[CH2:22][C:23]([O:25][CH2:26][CH3:27])=[O:24].[Cl-].[NH4+]>O.CN(C=O)C>[CH3:18][C:10]1[C:9]([C:7](=[O:8])[C:2]([C:3]([O:5][CH3:6])=[O:4])([CH3:1])[CH2:22][C:23]([O:25][CH2:26][CH3:27])=[O:24])=[C:13]2[CH:14]=[CH:15][CH:16]=[CH:17][N:12]2[N:11]=1 |f:1.2,4.5|. Procedure details: The compound (5.13 g) of Example 1 was dissolved into DMF (70 ml) and, after adding sodium hydride (1.00 g), the mixture was stirred for 1 hour at room temperature. This was cooled in ice bath and ethyl 2-bromoacetate (2.77 ml) was added. After stirring for 18 hours until the temperature rose to room temperature, saturated aqueous solution of ammonium chloride was added and diluted with water, which was extracted with ether. After the organic layer was washed with water and with saturated brine ... The reactants are CCCc1nc2c(Cl)cc(NC(=NC#N)N(C)C)cc2n1Cc1ccc(-c2ccccc2-c2nnnn2C(c2ccccc2)(c2ccccc2)c2ccccc2)cc1, CCO. Yields the product CCCc1nc2c(Cl)cc(NC(=NC#N)N(C)C)cc2n1Cc1ccc(-c2ccccc2-c2nnn[nH]2)cc1. RXN SMILES: [CH2:1]([CH2:2][CH3:3])[c:4]1[n:5][c:6]2[c:7]([n:8]1[CH2:9][c:10]1[cH:11][cH:12][c:13](-[c:16]3[c:17](-[c:22]4[n:23][n:24][n:25][n:26]4[C:27]([c:28]4[cH:29][cH:30][cH:31][cH:32][cH:33]4)([c:34]4[cH:35][cH:36][cH:37][cH:38][cH:39]4)[c:40]4[cH:41][cH:42][cH:43][cH:44][cH:45]4)[cH:18][cH:19][cH:20][cH:21]3)[cH:14][cH:15]1)[cH:46][c:47]([NH:51][C:52](=[N:53][C:54]#[N:55])[N:56]([CH3:57])[CH3:58])[cH:48][c:49]2[Cl:50].[CH3:59][CH2:60][OH:61]>>[CH2:1]([CH2:2][CH3:3])[c:4]1[n:5][c:6]2[c:7]([n:8]1[CH2:9][c:10]1[cH:11][cH:12][c:13](-[c:16]3[c:17](-[c:22]4[nH:23][n:24][n:25][n:26]4)[cH:18][cH:19][cH:20][cH:21]3)[cH:14][cH:15]1)[cH:46][c:47]([NH:51][C:52](=[N:53][C:54]#[N:55])[N:56]([CH3:57])[CH3:58])[cH:48][c:49]2[Cl:50]. Reactants: C(C)SC1=NC(=CC(=C1C(=O)OC)C(F)(F)F)N1CCOCC1 (methyl 2-(ethylsulfanyl)-6-morpholin-4-yl-4-(trifluoromethyl)-pyridine-3-carboxylate), CO.C1CCOC1 (MeOH THF), [Li+].[OH-] (LiOH), Cl (HCl). Run in CCOC(=O)C (EtOAc). Reaction conditions: temperature 60 celsius, time 5 day. Product: C(C)SC1=NC(=CC(=C1C(=O)O)C(F)(F)F)N1CCOCC1 (2-(ethylsulfanyl)-6-morpholin-4-yl-4-(trifluoromethyl)-pyridine-3-carboxylic acid). Yield: 38.5%. Reaction SMILES: [CH2:1]([S:3][C:4]1[C:9]([C:10]([O:12]C)=[O:11])=[C:8]([C:14]([F:17])([F:16])[F:15])[CH:7]=[C:6]([N:18]2[CH2:23][CH2:22][O:21][CH2:20][CH2:19]2)[N:5]=1)[CH3:2].CO.C1COCC1.[Li+].[OH-].Cl>CCOC(C)=O>[CH2:1]([S:3][C:4]1[C:9]([C:10]([OH:12])=[O:11])=[C:8]([C:14]([F:17])([F:16])[F:15])[CH:7]=[C:6]([N:18]2[CH2:19][CH2:20][O:21][CH2:22][CH2:23]2)[N:5]=1)[CH3:2] |f:1.2,3.4|. Reported procedure: A solution of 440 mg (1.3 mmol) methyl 2-(ethylsulfanyl)-6-morpholin-4-yl-4-(trifluoromethyl)-pyridine-3-carboxylate in a MeOH/THF mixture (6 ml, 1:1 v/v) was treated with a 2M aq. LiOH sol. (3 ml) and was then stirred at 60° C. for 5 d. After cooling to RT the RM was acidified with a 2M aq. HCl sol. to pH 2. Upon dilution with EtOAc the precipitate formed was filtered off to give 176 mg (0.5 mmol, 42%) 2-(ethylsulfanyl)-6-morpholin-4-yl-4-(trifluoromethyl)-pyridine-3-carboxylic acid, which was ... The reactants are 15.7, CC1(NC(CC(C1)O)(C)C)C (2,2,6,6-tetramethylpiperidin-4-ol), C(CCCCCCCCCCC)Br (n-dodecyl bromide). Procedure details: A mixture of 15.7 parts of 2,2,6,6-tetramethylpiperidin-4-ol and 12.5 parts of n-dodecyl bromide in 50 parts of ethyl alcohol was heated under reflux conditions for 72 hours. The cooled reaction mixture was filtered to remove 2,2,6,6-tetramethylpiperidin-4-ol hydrobromide formed during the reaction and the ethyl alcohol solvent was removed by distillation under reduced pressure. The residue was treated with petroleum under (b.p. 40°-60°C) and filtered to remove the unreacted 2,2,6,6-tetramethylp... The product is C(CCCCCCCCCCC)N1C(CC(CC1(C)C)O)(C)C (1-n-dodecyl-2,2,6,6-tetramethylpiperidin-4-ol). Run in C(C)O (ethyl alcohol). Reaction SMILES: [CH3:1][C:2]1([CH3:11])[CH2:7][CH:6]([OH:8])[CH2:5][C:4]([CH3:10])([CH3:9])[NH:3]1.[CH2:12](Br)[CH2:13][CH2:14][CH2:15][CH2:16][CH2:17][CH2:18][CH2:19][CH2:20][CH2:21][CH2:22][CH3:23]>C(O)C>[CH2:23]([N:3]1[C:4]([CH3:10])([CH3:9])[CH2:5][CH:6]([OH:8])[CH2:7][C:2]1([CH3:11])[CH3:1])[CH2:22][CH2:21][CH2:20][CH2:19][CH2:18][CH2:17][CH2:16][CH2:15][CH2:14][CH2:13][CH3:12].